Dataset: the Open Reaction Database (ORD), a public repository of structured organic reaction records. Task: describe an organic reaction: reactants, conditions, products, and yield The reactants are CC1CCNCC1 (4-methylpiperidine), C(=O)([O-])[O-].[K+].[K+] (K2CO3), ClCCC1N(CCCC1)S(=O)(=O)C1=CC=CC2=CC=CC=C12 (2-(2-chloro-ethyl)-1-(naphthalene-1-sulfonyl)-piperidine), C1(=CC=CC2=CC=CC=C12)S(=O)(=O)Cl (naphthalene-1-sulfonyl chloride), chloro. The reagents and catalysts are [I-].[Na+] (sodium iodide). Run in CC#N (CH3CN), C(C)(C)N(CC)C(C)C (diisopropylethylamine), C(Cl)Cl (CH2Cl2). The product is CC1CCN(CC1)CC[C@@H]1N(CCCC1)S(=O)(=O)C1=CC=CC2=CC=CC=C12 ((2R)-2-[2-(4-methyl-1-piperidinyl)ethyl]-1-(1-naphthalenylsulfonyl)-piperidine). Reaction SMILES: C1(S(Cl)(=O)=O)C2C(=CC=CC=2)C=CC=1.Cl[CH2:16][CH2:17][CH:18]1[CH2:23][CH2:22][CH2:21][CH2:20][N:19]1[S:24]([C:27]1[C:36]2[C:31](=[CH:32][CH:33]=[CH:34][CH:35]=2)[CH:30]=[CH:29][CH:28]=1)(=[O:26])=[O:25].[CH3:37][CH:38]1[CH2:43][CH2:42][NH:41][CH2:40][CH2:39]1.C([O-])([O-])=O.[K+].[K+]>C(N(C(C)C)CC)(C)C.C(Cl)Cl.[I-].[Na+].CC#N>[CH3:37][CH:38]1[CH2:43][CH2:42][N:41]([CH2:16][CH2:17][C@H:18]2[CH2:23][CH2:22][CH2:21][CH2:20][N:19]2[S:24]([C:27]2[C:36]3[C:31](=[CH:32][CH:33]=[CH:34][CH:35]=3)[CH:30]=[CH:29][CH:28]=2)(=[O:26])=[O:25])[CH2:40][CH2:39]1 |f:3.4.5,8.9|. Procedure details: The compound prepared as in Example 4 undergoes a substitution reaction with naphthalene-1-sulfonyl chloride (2 equiv) in diisopropylethylamine and CH2Cl2 to generate 2-(2-chloro-ethyl)-1-(naphthalene-1-sulfonyl)-piperidine. Displacement of the chloro substituent with 4-methylpiperidine with sodium iodide as catalyst in the presence of K2CO3 and CH3CN generates the title compound, a reported 5-HT7 receptor modulator (see, for example, Lovell, P. J., Bromidge, S. M., Dabbs, S., Duckworth, D. M., ... Reactants: C1CCC2=NCCCN2CC1 (DBU), [N-]=C=O (isocyanate), C(C)(C)N(CC)C(C)C (diisopropylethylamine), Cl.NC(C(=O)OC)CNC(=O)OC(C)(C)C (methyl 2-amino-3-[(tert-butyloxycarbonyl)amino]-propanoate hydrochloride), C1CCC2=NCCCN2CC1 (DBU). Solvent: C(Cl)Cl (CH2Cl2). Conditions: time 1 hour. The product is C(C)(C)(C)OC(NCC1NC(N(C1=O)C1=C(C(=C(C=C1)C#N)Cl)C)=O)=O ([1-(3-Chloro-4-cyano-2-methylphenyl)-2,5-dioxoimidazolidin-4-ylmethyl]carbamic Acid tert-butyl Ester). Yield: 85.9%. As a reaction SMILES: [N-:1]=[C:2]=[O:3].C(N([CH:10]([CH3:12])[CH3:11])CC)(C)C.[ClH:13].[NH2:14][CH:15]([CH2:20][NH:21][C:22]([O:24][C:25]([CH3:28])([CH3:27])[CH3:26])=[O:23])[C:16]([O:18]C)=O.[CH2:29]1[CH2:39]CN2[C:32](=[N:33]CCC2)[CH2:31][CH2:30]1>C(Cl)Cl>[C:25]([O:24][C:22](=[O:23])[NH:21][CH2:20][CH:15]1[C:16](=[O:18])[N:1]([C:39]2[CH:29]=[CH:30][C:31]([C:32]#[N:33])=[C:12]([Cl:13])[C:10]=2[CH3:11])[C:2](=[O:3])[NH:14]1)([CH3:28])([CH3:27])[CH3:26] |f:2.3|. Procedure details: To a solution of the isocyanate of Example 4E (1.60 g, 8.33 mmol) in CH2Cl2 (40 mL) was added 4 Å molecular sieves (˜0.5 g), followed by diisopropylethylamine (1.74 mL, 9.99 mmol) and methyl 2-amino-3-[(tert-butyloxycarbonyl)amino]-propanoate hydrochloride (2.33 g, 9.16 mmol) and the resulting mixture was stirred at rt for 1 h. DBU (1.50 mL, 9.99 mmol) was added and the mixture stirred at rt overnight. Additional DBU (0.37 mL, 2.47 mmol) was then added and the mixture stirred at rt for 5 h. The ... The reactants are CCOCCc1cc2cnc(Nc3ccc(N4CCN(C(=O)OC(C)(C)C)CC4)cn3)nc2n(C2CCCC2)c1=O, CCOCC, ClCCl, Cl. The product is Cl, CCOCCc1cc2cnc(Nc3ccc(N4CCNCC4)cn3)nc2n(C2CCCC2)c1=O. As a reaction SMILES: [C:1]([O:2][C:3](=[O:4])[N:8]1[CH2:9][CH2:10][N:11]([c:14]2[cH:15][n:16][c:17]([NH:20][c:21]3[n:22][cH:23][c:24]4[c:25]([n:26]3)[n:27]([CH:37]3[CH2:38][CH2:39][CH2:40][CH2:41]3)[c:28](=[O:36])[c:29]([CH2:31][CH2:32][O:33][CH2:34][CH3:35])[cH:30]4)[cH:18][cH:19]2)[CH2:12][CH2:13]1)([CH3:5])([CH3:6])[CH3:7].[CH3:46][CH2:47][O:48][CH2:49][CH3:50].[Cl:43][CH2:44][Cl:45].[ClH:42]>>[ClH:42].[NH:8]1[CH2:9][CH2:10][N:11]([c:14]2[cH:15][n:16][c:17]([NH:20][c:21]3[n:22][cH:23][c:24]4[c:25]([n:26]3)[n:27]([CH:37]3[CH2:38][CH2:39][CH2:40][CH2:41]3)[c:28](=[O:36])[c:29]([CH2:31][CH2:32][O:33][CH2:34][CH3:35])[cH:30]4)[cH:18][cH:19]2)[CH2:12][CH2:13]1. The reactants are ClC(=O)OCC (ethyl chloroformate), C1(=CC=CC=C1)C(OC1CCN(CC1)C)C1=CC=CC=C1 (4-(Diphenylmethoxy)-1-(methyl)piperidine), Cl (HCl), ClC(=O)OCC (Ethyl chloroformate). Run in C1(=CC=CC=C1)C (toluene). Reaction conditions: temperature 104 celsius. The product is C1(=CC=CC=C1)C(OC1CCN(CC1)C(=O)OCC)C1=CC=CC=C1 (4-(Diphenylmethoxy)-1-(ethoxycarbonyl)piperidine). Yield: 72.0%. As a reaction SMILES: [C:1]1([CH:7]([C:16]2[CH:21]=[CH:20][CH:19]=[CH:18][CH:17]=2)[O:8][CH:9]2[CH2:14][CH2:13][N:12](C)[CH2:11][CH2:10]2)[CH:6]=[CH:5][CH:4]=[CH:3][CH:2]=1.Cl.Cl[C:24]([O:26][CH2:27][CH3:28])=[O:25]>C1(C)C=CC=CC=1>[C:16]1([CH:7]([C:1]2[CH:2]=[CH:3][CH:4]=[CH:5][CH:6]=2)[O:8][CH:9]2[CH2:14][CH2:13][N:12]([C:24]([O:26][CH2:27][CH3:28])=[O:25])[CH2:11][CH2:10]2)[CH:17]=[CH:18][CH:19]=[CH:20][CH:21]=1. Procedure details: 4-(Diphenylmethoxy)-1-(methyl)piperidine (prepared by neutralization of the commercial HCl salt; 4 g, 14.2 mmol, 1 equiv.) in anhydrous toluene (20 mL) was stirred at room temperature under nitrogen. Ethyl chloroformate (4.66 g, 43 mmol, 4.1 mL, 3 equiv.) was added dropwise over 5 minutes, whereupon significant effervescence was noted. The mixture was heated over the course of 1 h to reflux with an oil bath (bath temperature 104° C.). The mixture was then cooled to room temperature, whereupon mo... Starting materials: C1COCCO1, CC(C)(O)c1cc(CO)no1. Product: CC(C)(O)c1cc(C=O)no1. As a reaction SMILES: [CH2:12]1[O:13][CH2:14][CH2:15][O:16][CH2:17]1.[OH:1][C:2]([CH3:3])([CH3:4])[c:5]1[cH:6][c:7]([CH2:10][OH:11])[n:8][o:9]1>>[OH:1][C:2]([CH3:3])([CH3:4])[c:5]1[cH:6][c:7]([CH:10]=[O:11])[n:8][o:9]1. Reaction SMILES: [C:68](=[O:69])([OH:70])[O-:71].[CH2:1]([c:2]1[cH:3][cH:4][cH:5][cH:6][cH:7]1)[N:8]1[CH2:9][CH2:10][C:11]([CH2:14][CH2:15][O:16][Si:17]([C:18]([CH3:19])([CH3:20])[CH3:21])([c:22]2[cH:23][cH:24][cH:25][cH:26][cH:27]2)[c:28]2[cH:29][cH:30][cH:31][cH:32][cH:33]2)([CH2:34][CH2:35][N:36]2[CH2:37][CH2:38][CH:39]([N:42]([C:43](=[O:44])[c:45]3[o:46][cH:47][cH:48][cH:49]3)[c:50]3[cH:51][cH:52][c:53]([CH3:56])[cH:54][cH:55]3)[CH2:40][CH2:41]2)[CH2:12][CH2:13]1.[CH2:63]([NH3+:64])[CH2:65][CH2:66][CH3:67].[F-:62].[Na+:72].[O:57]1[CH2:58][CH2:59][CH2:60][CH2:61]1.[O:73]1[CH2:74][CH2:75][CH2:76][CH2:77]1>>[CH2:1]([c:2]1[cH:3][cH:4][cH:5][cH:6][cH:7]1)[N:8]1[CH2:9][CH2:10][C:11]([CH2:14][CH2:15][OH:16])([CH2:34][CH2:35][N:36]2[CH2:37][CH2:38][CH:39]([N:42]([C:43](=[O:44])[c:45]3[o:46][cH:47][cH:48][cH:49]3)[c:50]3[cH:51][cH:52][c:53]([CH3:56])[cH:54][cH:55]3)[CH2:40][CH2:41]2)[CH2:12][CH2:13]1. Starting materials: O=C([O-])O, Cc1ccc(N(C(=O)c2ccco2)C2CCN(CCC3(CCO[Si](c4ccccc4)(c4ccccc4)C(C)(C)C)CCN(Cc4ccccc4)CC3)CC2)cc1, CCCC[NH3+], [F-], [Na+], C1CCOC1, C1CCOC1. Product: Cc1ccc(N(C(=O)c2ccco2)C2CCN(CCC3(CCO)CCN(Cc4ccccc4)CC3)CC2)cc1. Starting materials: C(CCC)[Li] (n-butyllithium), C(C)(C)NC(C)C (di(isopropyl)amine), C(C)(C)NC(C)C.[Li] (lithium di(isopropyl)amine), BrCCN1C(=C(C=C1)C(=O)OC)CC(=O)OC (methyl N-(2-bromoethyl)-3-methoxycarbonyl-2-pyrroleacetate). Solvent: O1CCCC1 (tetrahydrofuran), O (water), O1CCCC1 (tetrahydrofuran). Conditions: temperature 10 celsius, time 2 hour. Product: C1(C=2N(CC1)C=CC2C(=O)OC)C(=O)OC (dimethyl 2,3-dihydro-1H-pyrrolo-[1,2-a]pyrrole-1,7-dicarboxylate). RXN SMILES: C([Li])CCC.C(NC(C)C)(C)C.Br[CH2:14][CH2:15][N:16]1[CH:20]=[CH:19][C:18]([C:21]([O:23][CH3:24])=[O:22])=[C:17]1[CH2:25][C:26]([O:28][CH3:29])=[O:27].C(NC(C)C)(C)C.[Li]>O1CCCC1.O>[CH:25]1([C:26]([O:28][CH3:29])=[O:27])[CH2:14][CH2:15][N:16]2[CH:20]=[CH:19][C:18]([C:21]([O:23][CH3:24])=[O:22])=[C:17]12 |f:3.4,^1:36|. Procedure details: Under nitrogen, n-butyllithium (1.3M in hexane, 75 mL, 98 mmol) was added slowly at -5°-0° C., with stirring, to a solution of di(isopropyl)amine (13.8 mL, 10.0 g, 98 mmol) in tetrahydrofuran (dry, 50 mL). The resulting solution was transferred to an addition funnel and added, under nitrogen at 0°-5° C., to a stirred slurry of methyl N-(2-bromoethyl)-3-methoxycarbonyl-2-pyrroleacetate (20.0 g, 66 mmol) in tetrahydrofuran (dry, 100 mL). There was a slight temperature rise, and complete dissolutio... The reactants are c1ccc(CN2CCC3(CC2)OCc2ccccc23)cc1, CCO, CCCCCCC. The product is c1ccc2c(c1)COC21CCNCC1. RXN SMILES: [CH2:1]([c:2]1[cH:3][cH:4][cH:5][cH:6][cH:7]1)[N:8]1[CH2:9][CH2:10][C:11]2([O:12][CH2:13][c:14]3[c:15]2[cH:16][cH:17][cH:18][cH:19]3)[CH2:20][CH2:21]1.[CH3:22][CH2:23][OH:24].[CH3:25][CH2:26][CH2:27][CH2:28][CH2:29][CH2:30][CH3:31]>>[NH:8]1[CH2:9][CH2:10][C:11]2([O:12][CH2:13][c:14]3[c:15]2[cH:16][cH:17][cH:18][cH:19]3)[CH2:20][CH2:21]1.